From a dataset of the Open Reaction Database (ORD), a public repository of structured organic reaction records. describe an organic reaction: reactants, conditions, products, and yield Reactants: FC(C(=O)O)(F)F.C(C1=CC=CC=C1)NC(=O)OC1CCNCC1 (4-((N-Benzylcarbamoyl)oxy)-piperidine trifluoroacetate), C(=O)[C@H]1CN(C[C@@H]1C1=CC=CC=C1)[C@@H](C(=O)OCC1=CC=C(C=C1)OC)C1CCCCC1 (2-(R)-(3-(R)-formyl-4-(S)-phenyl-pyrrolidin-1-yl)-2-(cyclohexyl)acetic acid, (4-methoxy)benzyl ester). Yields the product C(C1=CC=CC=C1)NC(=O)OC1CCN(CC1)C[C@H]1CN(C[C@@H]1C1=CC=CC=C1)[C@@H](C(=O)O)C1CCCCC1 (2-(R)-(3-(S)-(4-((N-Benzylcarbamoyl)oxy)-piperidin-1-yl)methyl-4-(S)-phenyl-pyrrolidin-1-yl)-2-(cyclohexyl)acetic acid). Isolated yield 63.7%. Reaction SMILES: FC(F)(F)C(O)=O.[CH2:8]([NH:15][C:16]([O:18][CH:19]1[CH2:24][CH2:23][NH:22][CH2:21][CH2:20]1)=[O:17])[C:9]1[CH:14]=[CH:13][CH:12]=[CH:11][CH:10]=1.[CH:25]([C@@H:27]1[C@@H:31]([C:32]2[CH:37]=[CH:36][CH:35]=[CH:34][CH:33]=2)[CH2:30][N:29]([C@H:38]([CH:51]2[CH2:56][CH2:55][CH2:54][CH2:53][CH2:52]2)[C:39]([O:41]CC2C=CC(OC)=CC=2)=[O:40])[CH2:28]1)=O>>[CH2:8]([NH:15][C:16]([O:18][CH:19]1[CH2:24][CH2:23][N:22]([CH2:25][C@@H:27]2[C@@H:31]([C:32]3[CH:33]=[CH:34][CH:35]=[CH:36][CH:37]=3)[CH2:30][N:29]([C@H:38]([CH:51]3[CH2:56][CH2:55][CH2:54][CH2:53][CH2:52]3)[C:39]([OH:41])=[O:40])[CH2:28]2)[CH2:21][CH2:20]1)=[O:17])[C:9]1[CH:10]=[CH:11][CH:12]=[CH:13][CH:14]=1 |f:0.1|. Procedure details: The title compound was prepared from 4-((N-benzylcarbamoyl)oxy)-piperidine trifluoroacetate (35 mg, 0.1 mmol, from Step B) and (R)-(3-(R)-formyl-4-(S)-phenylpyrrolidin-1-yl)-2-(cyclohexyl)acetic acid, 4-(methoxy)benzyl ester (25 mg, 0.05 mmol, Aldehyde 5) according to the method described in Example 1, Step C to give 17 mg (64%) of the title compound. ESI-MS: 534.5 (M+H); HPLC A: 2.16 min. The reactants are CO, O=C(O)CCc1c(F)cccc1[N+](=O)[O-]. The product is O=C1CCc2c(F)cccc2N1. As a reaction SMILES: [CH3:16][OH:17].[F:1][c:2]1[c:3]([CH2:11][CH2:12][C:13](=[O:14])[OH:15])[c:4]([N+:8]([O-:9])=[O:10])[cH:5][cH:6][cH:7]1>>[F:1][c:2]1[c:3]2[c:4]([cH:5][cH:6][cH:7]1)[NH:8][C:13](=[O:15])[CH2:12][CH2:11]2. RXN SMILES: [CH:1]1[N:6]=[C:5]2[N:7]([CH2:10][CH2:11][O:12][CH2:13][P:14]([OH:17])([OH:16])=[O:15])[CH:8]=[N:9][C:4]2=[C:3]([NH2:18])[N:2]=1.[CH2:19]([O:35][CH2:36][CH2:37][CH2:38]O)[CH2:20][CH2:21][CH2:22][CH2:23][CH2:24][CH2:25][CH2:26][CH2:27][CH2:28][CH2:29][CH2:30][CH2:31][CH2:32][CH2:33][CH3:34].C1CCC(N=C=NC2CCCCC2)CC1>N1C=CC=CC=1>[CH3:34][CH2:33][CH2:32][CH2:31][CH2:30][CH2:29][CH2:28][CH2:27][CH2:26][CH2:25][CH2:24][CH2:23][CH2:22][CH2:21][CH2:20][CH2:19][O:35][CH2:36][CH2:37][CH2:38][O:15][P:14]([OH:17])([CH2:13][O:12][CH2:11][CH2:10][N:7]1[C:5]2[N:6]=[CH:1][N:2]=[C:3]([NH2:18])[C:4]=2[N:9]=[CH:8]1)=[O:16]. Reaction conditions: time 18 hour. The reactants are C1=NC(=C2C(=N1)N(C=N2)CCOCP(=O)(O)O)N (adefovir), C(CCCCCCCCCCCCCCC)OCCCO (3-hexadecyloxy-1-propanol), C1CCC(CC1)N=C=NC2CCCCC2 (DCC). Product: CCCCCCCCCCCCCCCCOCCCOP(=O)(COCCN1C=NC2=C1N=CN=C2N)O (hexadecyloxypropyl-adefovir). Procedure details: To a mixture of adefovir (1.36 g, 5 mmol) and 3-hexadecyloxy-1-propanol (1.8 g, 6 mmol) in dry pyridine was added DCC (2.06 g, 10 mmol). The mixture was heated to reflux and stirred 18 h then cooled and filtered. The filtrate was concentrated under reduced pressure and the residue was applied to a short column of silica gel. Elution of the column with 9:1 dichloromethane/methanol yielded hexadecyloxypropyl-adefovir (HDP-ADV) as a white powder. The solvent is N1=CC=CC=C1 (pyridine). Starting materials: C(C)[Mg]Br (ethyl magnesium bromide), COC([C@@H](NC(=O)OC(C)(C)C)CO)=O (Boc-serine methyl ester), C(C)OCC (diethyl ether), [Cl-].[NH4+] (ammonium chloride). Conditions: temperature -78 celsius. The product is C(C)C(C(CO)NC(OC(C)(C)C)=O)(CC)O (tert-butyl 2-ethyl-2-hydroxy-1-(hydroxymethyl)butylcarbamate). Yield: 79.0%. As a reaction SMILES: CO[C:3](=[O:15])[C@H:4]([CH2:13][OH:14])[NH:5][C:6]([O:8][C:9]([CH3:12])([CH3:11])[CH3:10])=[O:7].[CH2:16]([Mg]Br)[CH3:17].[Cl-].[NH4+].[CH2:22](OCC)[CH3:23]>>[CH2:22]([C:3]([OH:15])([CH2:16][CH3:17])[CH:4]([NH:5][C:6](=[O:7])[O:8][C:9]([CH3:10])([CH3:11])[CH3:12])[CH2:13][OH:14])[CH3:23] |f:2.3|. Procedure details: Boc-serine methyl ester (6.30 g) was dissolved in diethyl ether (150 ml), and a solution of ethyl magnesium bromide (in 3 M diethyl ether, 57 ml) was added dropwise thereto while the mixture was cooled to −78° C. After addition by dropping, the temperature of the reaction mixture was elevated to room temperature, and mixed at room temperature for 2 hours. The reaction mixture was again cooled to 0° C., and a saturated aqueous ammonium chloride solution was added dropwise thereto. The organic lay...